From a dataset of the Open Reaction Database (ORD), a public repository of structured organic reaction records. describe an organic reaction: reactants, conditions, products, and yield The reactants are CC(Cl)c1cccnc1, O=C(O)C1CCSC1. Reagents/catalysts: O=C([O-])[O-].[Cs+].[Cs+] (cesium carbonate), [I-].[K+] (potassium iodide). Solvent: CN(C)C=O (DMF), CN(C)C=O (dmf), CN(C)C=O (DMF). Reaction conditions: temperature 70 celsius, time 16 hour. The product is CC(OC(=O)C1CCSC1)c1cccnc1. Reactants: O=C([O-])O, C=CCOC(=O)N1CCC=C(C2(C)OCCO2)C1, CC(C)=O, [Na+], O, O, Cc1ccc(S(=O)(=O)O)cc1. Yields the product C=CCOC(=O)N1CCC=C(C(C)=O)C1. Reaction SMILES: [C:32](=[O:33])([O-:34])[OH:35].[CH2:1]([CH:2]=[CH2:3])[O:4][C:5](=[O:6])[N:7]1[CH2:8][C:9]([C:13]2([CH3:18])[O:14][CH2:17][CH2:16][O:15]2)=[CH:10][CH2:11][CH2:12]1.[CH3:37][C:38](=[O:39])[CH3:40].[Na+:36].[OH2:19].[OH2:20].[c:21]1([CH3:22])[cH:23][cH:24][c:25]([S:26]([OH:27])(=[O:28])=[O:29])[cH:30][cH:31]1>>[CH2:1]([CH:2]=[CH2:3])[O:4][C:5](=[O:6])[N:7]1[CH2:8][C:9]([C:13](=[O:14])[CH3:18])=[CH:10][CH2:11][CH2:12]1. RXN SMILES: [CH2:1]([C:3]1[C:8]([CH:9]=O)=[CH:7][CH:6]=[CH:5][C:4]=1[C:11]1[S:15][C:14]([C:16]2[CH:17]=[CH:18][C:19]([CH2:24][CH:25]([CH3:27])[CH3:26])=[C:20]([CH:23]=2)[C:21]#[N:22])=[N:13][N:12]=1)[CH3:2].[NH:28]1[CH2:31][CH:30]([C:32]([O:34][CH3:35])=[O:33])[CH2:29]1.C([O-])(=O)C.[Na+].C(O[BH-](OC(=O)C)OC(=O)C)(=O)C.[Na+]>C(O)C.ClCCl.O.CC(O)=O>[C:21]([C:20]1[CH:23]=[C:16]([C:14]2[S:15][C:11]([C:4]3[C:3]([CH2:1][CH3:2])=[C:8]([CH2:9][N:28]4[CH2:31][CH:30]([C:32]([O:34][CH3:35])=[O:33])[CH2:29]4)[CH:7]=[CH:6][CH:5]=3)=[N:12][N:13]=2)[CH:17]=[CH:18][C:19]=1[CH2:24][CH:25]([CH3:27])[CH3:26])#[N:22] |f:2.3,4.5|. Conditions: time 10 minute. Reactants: C(C)(=O)O[BH-](OC(C)=O)OC(C)=O.[Na+] (sodium triacetoxyborohydride), C(C)(=O)[O-].[Na+] (sodium acetate), C(C)C1=C(C=CC=C1C=O)C1=NN=C(S1)C=1C=CC(=C(C#N)C1)CC(C)C (5-[5-(2-ethyl-3-formylphenyl)-1,3,4-thiadiazol-2-yl]-2-(2-methylpropyl)benzonitrile), N1CC(C1)C(=O)OC (methyl 3-azetidinecarboxylate). Procedure details: To a solution of 5-[5-(2-ethyl-3-formylphenyl)-1,3,4-thiadiazol-2-yl]-2-(2-methylpropyl)benzonitrile (D27) (31 mg) and methyl 3-azetidinecarboxylate (62.6 mg) in ethanol (10 mL) stirred at room temperature was added sodium acetate (33.9 mg) and AcOH (0.15 mL). The reaction mixture was stirred at room temperature for 10 min. The residue was dissolved in dichloromethane (DCM) (10 mL), sodium triacetoxyborohydride (52.5 mg) was added. Stirring continued for overnight. Water was added to quench the ... The solvent is CC(=O)O (AcOH), O (Water), C(C)O (ethanol), ClCCl (dichloromethane). Product: C(#N)C=1C=C(C=CC1CC(C)C)C1=NN=C(S1)C=1C(=C(C=CC1)CN1CC(C1)C(=O)OC)CC (methyl 1-[(3-{5-[3-cyano-4-(2-methylpropyl)phenyl]-1,3,4-thiadiazol-2-yl}-2-ethylphenyl)methyl]-3-azetidinecarboxylate). Yield: 99.5%. Solvent: CN(C)C=O (DMF), CCOC(=O)C (EtOAc). Reactants: N1(N=CC=C1)C1=CC=C(CC=2C(=NC3=C(C=C(C=C3C2Cl)Br)C)OC)C=C1 (3-(4-(1H-Pyrazol-1-yl)benzyl)-6-bromo-4-chloro-2-methoxy-8-methylquinoline), N1(N=CC=C1)C1=CC=C(CC=2C(=NC3=C(C=C(C=C3C2Cl)Br)C)OC)C=C1 (3-(4-(1H-Pyrazol-1-yl)benzyl)-6-bromo-4-chloro-2-methoxy-8-methylquinoline), C(C)NCC (diethylamine). Procedure details: A mixture of 3-(4-(1H-pyrazol-1-yl)benzyl)-6-bromo-2,4-dichloroquinoline (1.44 g, 3.33 mmol, Intermediate 6, step c) and diethylamine (6.91 mL, 66.5 mmol) in DMF (10 mL) in a sealed tube was heated in a 115° C. oil bath for 23 hours. The mixture was diluted with EtOAc and extracted with water (5×, saturated aqueous NaCl added as needed to achieve phase separation). The organic phase was dried (Na2SO4), filtered, and concentrated. The residue was purified by flash column chromatography (silica ge... The product is N1(N=CC=C1)C1=CC=C(CC=2C(=NC3=CC=C(C=C3C2Cl)Br)N(CC)CC)C=C1 (3-(4-(1H-Pyrazol-1-yl)benzyl)-6-bromo-4-chloro-N,N-diethylquinolin-2-amine). Reaction conditions: temperature 115 celsius. As a reaction SMILES: [N:1]1([C:6]2[CH:27]=[CH:26][C:9]([CH2:10][C:11]3[C:12](OC)=[N:13][C:14]4[C:19]([C:20]=3[Cl:21])=[CH:18][C:17]([Br:22])=[CH:16][C:15]=4C)=[CH:8][CH:7]=2)[CH:5]=[CH:4][CH:3]=[N:2]1.[CH2:28]([NH:30][CH2:31][CH3:32])[CH3:29]>CN(C=O)C.CCOC(C)=O>[N:1]1([C:6]2[CH:27]=[CH:26][C:9]([CH2:10][C:11]3[C:12]([N:30]([CH2:31][CH3:32])[CH2:28][CH3:29])=[N:13][C:14]4[C:19]([C:20]=3[Cl:21])=[CH:18][C:17]([Br:22])=[CH:16][CH:15]=4)=[CH:8][CH:7]=2)[CH:5]=[CH:4][CH:3]=[N:2]1. The reactants are [N+](=O)([O-])C1=CC=C2C=NNC2=C1 (6-nitroindazole), [OH-].[Na+] (sodium hydroxide), Cl[O-].[Na+] (sodium hypochlorite). Conditions: time 30 minute. Yields the product [Na]N1N=C(C2=CC=C(C=C12)[N+](=O)[O-])Cl (1-sodio-3-chloro-6-nitroindazole). Yield: 95.0%. As a reaction SMILES: [N+:1]([C:4]1[CH:12]=[C:11]2[C:7]([CH:8]=[N:9][NH:10]2)=[CH:6][CH:5]=1)([O-:3])=[O:2].[OH-].[Na+:14].[Cl:15][O-].[Na+]>>[Na:14][N:10]1[C:11]2[C:7](=[CH:6][CH:5]=[C:4]([N+:1]([O-:3])=[O:2])[CH:12]=2)[C:8]([Cl:15])=[N:9]1 |f:1.2,3.4|. Procedure details: To a mixture of 6-nitroindazole (1.63 g) and 6N sodium hydroxide (2.08 ml) was added 5.25% w/v sodium hypochlorite (17.86 ml). After stirring for 30 minutes, filtration, and washing with 1N sodium hydroxide, 1-sodio-3-chloro-6-nitroindazole (2.08 g, 95%) was obtained as a solid; mp >270° C. The reactants are CN(C)c1cccc(S(N)(=O)=O)c1, CC(C)=O, O=C=Nc1ccc(Cl)cc1, [Na+], [OH-]. Yields the product CN(C)c1cccc(S(=O)(=O)NC(=O)Nc2ccc(Cl)cc2)c1. RXN SMILES: [CH3:1][N:2]([c:3]1[cH:4][c:5]([S:9](=[O:10])(=[O:11])[NH2:12])[cH:6][cH:7][cH:8]1)[CH3:13].[CH3:26][C:27](=[O:28])[CH3:29].[Cl:16][c:17]1[cH:18][cH:19][c:20]([N:23]=[C:24]=[O:25])[cH:21][cH:22]1.[Na+:15].[OH-:14]>>[CH3:1][N:2]([c:3]1[cH:4][c:5]([S:9](=[O:10])(=[O:11])[NH:12][C:24]([NH:23][c:20]2[cH:19][cH:18][c:17]([Cl:16])[cH:22][cH:21]2)=[O:25])[cH:6][cH:7][cH:8]1)[CH3:13].